Task: describe an organic reaction: reactants, conditions, products, and yield. Dataset: the Open Reaction Database (ORD), a public repository of structured organic reaction records Starting materials: CC(CC)O (2-butanol), CN1CCOCC1 (4-methylmorpholine), C(OCOC(CC)=O)(=O)Cl (Propanoyloxymethyl Carbonochloridate). The solvent is C(Cl)(Cl)Cl (CHCl3). Reaction conditions: time 1 hour. The product is C(OC(C)CC)(OCOC(CC)=O)=O (Sec-Butyl Propanoyloxymethyl Carbonate). Isolated yield 49.0%. RXN SMILES: [CH3:1][CH:2]([OH:5])[CH2:3][CH3:4].CN1CCOCC1.[C:13](Cl)(=[O:21])[O:14][CH2:15][O:16][C:17](=[O:20])[CH2:18][CH3:19]>C(Cl)(Cl)Cl>[C:13](=[O:21])([O:14][CH2:15][O:16][C:17](=[O:20])[CH2:18][CH3:19])[O:5][CH:2]([CH2:3][CH3:4])[CH3:1]. Procedure details: To a solution of 2-butanol (0.92 mL, 10 mmol) and 4-methylmorpholine (1.1 mL, 10 mmol) in CHCl3 (20 mL) at -70° C. is added 7c (1.7 g, 10 mmol) during 20 min with stirring. The temperature is kept at -70° C. for 1 h and then raised (1 h) to room temperature. Next day following evaporation the residue is triturated with Et2O (25 mL) and filtered. The filtrate is evaporated and distilled to give 1.0 g (50%) of the title compound with bp 66°-68° C./5 mbar. Reactants: C1CCOC1, COc1ccc(CN(Cc2ccc(OC)cc2)c2nc(C)nc(-c3cc(C(C)N=[N+]=[N-])cnc3Nc3cnc(OC)c(F)c3)n2)cc1. Product: COc1ccc(CN(Cc2ccc(OC)cc2)c2nc(C)nc(-c3cc(C(C)N)cnc3Nc3cnc(OC)c(F)c3)n2)cc1. Reaction SMILES: [CH2:48]1[O:49][CH2:50][CH2:51][CH2:52]1.[N:1](=[N+:2]=[N-:3])[CH:4]([CH3:5])[c:6]1[cH:7][c:8](-[c:22]2[n:23][c:24]([N:29]([CH2:30][c:31]3[cH:32][cH:33][c:34]([O:37][CH3:38])[cH:35][cH:36]3)[CH2:39][c:40]3[cH:41][cH:42][c:43]([O:46][CH3:47])[cH:44][cH:45]3)[n:25][c:26]([CH3:28])[n:27]2)[c:9]([NH:12][c:13]2[cH:14][n:15][c:16]([O:20][CH3:21])[c:17]([F:19])[cH:18]2)[n:10][cH:11]1>>[NH2:1][CH:4]([CH3:5])[c:6]1[cH:7][c:8](-[c:22]2[n:23][c:24]([N:29]([CH2:30][c:31]3[cH:32][cH:33][c:34]([O:37][CH3:38])[cH:35][cH:36]3)[CH2:39][c:40]3[cH:41][cH:42][c:43]([O:46][CH3:47])[cH:44][cH:45]3)[n:25][c:26]([CH3:28])[n:27]2)[c:9]([NH:12][c:13]2[cH:14][n:15][c:16]([O:20][CH3:21])[c:17]([F:19])[cH:18]2)[n:10][cH:11]1. Reactants: C(C)OC(C(CC1=C(C=C(C=C1)O)C)OCC)=O ([rac]-2-ethoxy-3-(4-hydroxy-2-methyl-phenyl)-propionic acid ethyl ester), C(CCC)P(CCCC)CCCC (tributylphosphine), ClC1=C(C=CC(=C1)Cl)C=1SC(=C(N1)C)COC (2-(2,4-dichloro-phenyl)-5-methoxymethyl-4-methyl-thiazole), ClC1=C(C(=S)N)C=CC(=C1)Cl (2,4-dichloro-thiobenzamide), ClC(C(=O)OCC)C(=O)C (ethyl 2-chloro-acetoacetate), CN(C(=O)N=NC(=O)N(C)C)C (N,N,N′,N′-tetramethyl azodicarboxamide). Yields the product C(C)OC(C(CC1=C(C=C(C=C1)OCC1=C(N=C(S1)C1=C(C=C(C=C1)Cl)Cl)C)C)OCC)=O ([rac]-3-{4-[2-(2,4-dichloro-phenyl)-4-methyl-thiazol-5-ylmethoxy]-2-methyl-phenyl}-2-ethoxy-propionic acid ethyl ester). As a reaction SMILES: [CH2:1]([O:3][C:4](=[O:18])[CH:5]([O:15][CH2:16][CH3:17])[CH2:6][C:7]1[CH:12]=[CH:11][C:10]([OH:13])=[CH:9][C:8]=1[CH3:14])[CH3:2].[Cl:19][C:20]1[CH:25]=[C:24]([Cl:26])[CH:23]=[CH:22][C:21]=1[C:27]1[S:28][C:29]([CH2:33]OC)=[C:30]([CH3:32])[N:31]=1.ClC1C=C(Cl)C=CC=1C(N)=S.ClC(C(C)=O)C(OCC)=O.C(P(CCCC)CCCC)CCC.CN(C)C(N=NC(N(C)C)=O)=O>>[CH2:1]([O:3][C:4](=[O:18])[CH:5]([O:15][CH2:16][CH3:17])[CH2:6][C:7]1[CH:12]=[CH:11][C:10]([O:13][CH2:33][C:29]2[S:28][C:27]([C:21]3[CH:22]=[CH:23][C:24]([Cl:26])=[CH:25][C:20]=3[Cl:19])=[N:31][C:30]=2[CH3:32])=[CH:9][C:8]=1[CH3:14])[CH3:2]. Procedure details: In analogy to the procedure described in example 10 c], [rac]-2-ethoxy-3-(4-hydroxy-2-methyl-phenyl)-propionic acid ethyl ester (example 10 b]) was reacted with 2-(2,4-dichloro-phenyl)-5-methoxymethyl-4-methyl-thiazole (prepared from 2,4-dichloro-thiobenzamide and ethyl 2-chloro-acetoacetate in analogy to the procedures described in examples 33 a] and 33 b]) in the presence of tributylphosphine and N,N,N′,N′-tetramethyl azodicarboxamide to yield [rac]-3-{4-[2-(2,4-dichloro-phenyl)-4-methyl-thiaz... Starting materials: CCO, [Cl-], [Fe], O=C1OCCCN1Cc1ccccc1[N+](=O)[O-], [NH4+], O. As a reaction SMILES: [CH3:21][CH2:22][OH:23].[Cl-:18].[Fe:24].[N+:1]([O-:2])(=[O:3])[c:4]1[c:5]([CH2:6][N:7]2[C:8](=[O:13])[O:9][CH2:10][CH2:11][CH2:12]2)[cH:14][cH:15][cH:16][cH:17]1.[NH4+:19].[OH2:20]>>[NH2:1][c:4]1[c:5]([CH2:6][N:7]2[C:8](=[O:13])[O:9][CH2:10][CH2:11][CH2:12]2)[cH:14][cH:15][cH:16][cH:17]1. Product: Nc1ccccc1CN1CCCOC1=O. Reactants: ClC(=O)OCC (ethyl chloroformate), ClC=1C=C(N)C=CC1 (3-Chloroaniline), Cl (hydrochloric acid). The solvent is N1=CC=CC=C1 (pyridine). Reaction conditions: time 1 hour. Yields the product ClC=1C=C(C=CC1)NC(OCC)=O (ethyl 3-chlorophenylcarbamate). RXN SMILES: [Cl:1][C:2]1[CH:3]=[C:4]([CH:6]=[CH:7][CH:8]=1)[NH2:5].Cl[C:10]([O:12][CH2:13][CH3:14])=[O:11].Cl>N1C=CC=CC=1>[Cl:1][C:2]1[CH:3]=[C:4]([NH:5][C:10](=[O:11])[O:12][CH2:13][CH3:14])[CH:6]=[CH:7][CH:8]=1. Procedure: 3-Chloroaniline (2.510 g) was dissolved in pyridine (20 ml), and to the solution was added dropwise ethyl chloroformate (2.257 ml) under ice-cooling. After the mixture was stirred for 1 hour, 1N hydrochloric acid was added and the mixture was extracted with ethyl acetate. The organic layer was washed with 1N hydrochloric acid, and then saturated brine, dried over anhydrous magnesium sulfate, and concentrated in vacuo to give the title compound (3.9287 g, quantitative yield). Reactants: [Cl-].C(#N)C1=C(OC[C@H]2[NH2+]CCC2)C=CC=C1[N+](=O)[O-] ((S)-2-((2-Cyano-3-nitrophenoxy)methyl)pyrrolidinium chloride), CN=C=O (methyl isocyanate). Product: NC=1C(=C(OC[C@H]2N(CCC2)C(=O)NC)C=CC1)C#N ((S)-2-((3-Amino-2-cyanophenoxy)methyl)-N-methylpyrrolidine-1-carboxamide). Isolated yield 53.0%. RXN SMILES: [Cl-].[C:2]([C:4]1[C:16]([N+:17]([O-])=O)=[CH:15][CH:14]=[CH:13][C:5]=1[O:6][CH2:7][C@@H:8]1[CH2:12][CH2:11][CH2:10][NH2+:9]1)#[N:3].[CH3:20][N:21]=[C:22]=[O:23]>>[NH2:17][C:16]1[C:4]([C:2]#[N:3])=[C:5]([CH:13]=[CH:14][CH:15]=1)[O:6][CH2:7][C@@H:8]1[CH2:12][CH2:11][CH2:10][N:9]1[C:22]([NH:21][CH3:20])=[O:23] |f:0.1|. Procedure details: Prepared as in Example 209a from (S)-2-((2-cyano-3-nitrophenoxy)methyl)pyrrolidinium chloride (Example 209b) and methyl isocyanate in 53% yield as a white solid. MS 275 (MH+). Starting materials: BrC=1C=C(NC1)C(=O)OC (methyl 4-bromo-1H-pyrrole-2-carboxylate), N1=CC=CC=C1.C(=C)B1OB(OB(O1)C=C)C=C (triethenylboroxin pyridine), C([O-])([O-])=O.[K+].[K+] (potassium carbonate). The reagents and catalysts are C1=CC=C(C=C1)/C=C/C(=O)/C=C/C2=CC=CC=C2.C1=CC=C(C=C1)/C=C/C(=O)/C=C/C2=CC=CC=C2.C1=CC=C(C=C1)/C=C/C(=O)/C=C/C2=CC=CC=C2.[Pd].[Pd] (tris(dibenzylideneacetonyl)bis-palladium), C(C)(C)(C)P([C-]1C=CC=C1)C(C)(C)C.[C-]1(C=CC=C1)P(C(C)(C)C)C(C)(C)C.[Fe+2] (1,1′-bis(di-tert-butylphosphino)ferrocene). Solvent: O1CCOCC1 (1,4-dioxane), O (water). Product: C(=C)C=1C=C(NC1)C(=O)OC (methyl 4-ethenyl-1H-pyrrole-2-carboxylate). The yield is 101.3%. As a reaction SMILES: Br[C:2]1[CH:3]=[C:4]([C:7]([O:9][CH3:10])=[O:8])[NH:5][CH:6]=1.N1C=CC=[CH:13][CH:12]=1.C(B1OB(C=C)OB(C=C)O1)=C.C(=O)([O-])[O-].[K+].[K+]>O1CCOCC1.O.C1C=CC(/C=C/C(/C=C/C2C=CC=CC=2)=O)=CC=1.C1C=CC(/C=C/C(/C=C/C2C=CC=CC=2)=O)=CC=1.C1C=CC(/C=C/C(/C=C/C2C=CC=CC=2)=O)=CC=1.[Pd].[Pd].C(P(C(C)(C)C)[C-]1C=CC=C1)(C)(C)C.[C-]1(P(C(C)(C)C)C(C)(C)C)C=CC=C1.[Fe+2]>[CH:12]([C:2]1[CH:3]=[C:4]([C:7]([O:9][CH3:10])=[O:8])[NH:5][CH:6]=1)=[CH2:13] |f:1.2,3.4.5,8.9.10.11.12,13.14.15|. Procedure details: Degas, by purging with nitrogen for 10 minutes, a solution of methyl 4-bromo-1H-pyrrole-2-carboxylate (2.0 g, 9.8 mmoles), triethenylboroxin pyridine (1.3 equiv; 3.1 g, 12.7 mmoles), and potassium carbonate (3 equiv; 4.1 g, 29.4 mmoles) in a mixture of 1,4-dioxane (20 mL) and water (10 mL). Add tris(dibenzylideneacetonyl)bis-palladium (Pd2(dba)3) (0.01 equiv; 0.0925 g, 98.0 μmoles) and 1,1′-bis(di-tert-butylphosphino)ferrocene (dtbpf) (0.03 equiv; 0.0853 g, 294.1 μmoles) and heat at 95° C. for 3...